Dataset: the Open Reaction Database (ORD), a public repository of structured organic reaction records. Task: describe an organic reaction: reactants, conditions, products, and yield The reactants are Cc1ccccc1, O=C(O)C1CC(F)(F)C1, C[Sn](C)(C)c1ccc2nc(-c3ccc(C4OCCCO4)cc3F)sc2n1, O=S(Cl)Cl. Yields the product O=C(c1ccc2nc(-c3ccc(C4OCCCO4)cc3F)sc2n1)C1CC(F)(F)C1. As a reaction SMILES: [CH3:40][c:41]1[cH:42][cH:43][cH:44][cH:45][cH:46]1.[F:1][C:2]1([F:9])[CH2:3][CH:4]([C:6](=[O:7])[OH:8])[CH2:5]1.[O:14]1[CH:15]([c:20]2[cH:21][c:22]([F:39])[c:23](-[c:26]3[s:27][c:28]4[n:29][c:30]([Sn:35]([CH3:36])([CH3:37])[CH3:38])[cH:31][cH:32][c:33]4[n:34]3)[cH:24][cH:25]2)[O:16][CH2:17][CH2:18][CH2:19]1.[S:10]([Cl:11])([Cl:12])=[O:13]>>[F:1][C:2]1([F:9])[CH2:3][CH:4]([C:6](=[O:8])[c:30]2[n:29][c:28]3[s:27][c:26](-[c:23]4[c:22]([F:39])[cH:21][c:20]([CH:15]5[O:14][CH2:19][CH2:18][CH2:17][O:16]5)[cH:25][cH:24]4)[n:34][c:33]3[cH:32][cH:31]2)[CH2:5]1. Starting materials: FC=1C=C(C=C(C1)F)CC(=O)N[C@@H](C)C(=O)O (N-(3,5-Difluorophenylacetyl)-L-alanine), NC1C(NC(C2=CC=CC=C12)C=1C=NC=CC1)=O (4-Amino-1-(pyrid-3-yl)-1,2,3,4-tetrahydroisoquinolin-3-one). Product: FC=1C=C(C=C(C1)F)CC(=O)N[C@@H](C)C(=O)NC1(C(NCC2=CC=CC=C12)=O)C1=CC=CC=C1 (4-(N′-(3,5-Difluorophenylacetyl)-L-alaninyl)amino-4-phenyl-1,2,3,4-tetrahydroisoquinolin-3-one). As a reaction SMILES: [F:1][C:2]1[CH:3]=[C:4]([CH2:9][C:10]([NH:12][C@H:13]([C:15]([OH:17])=O)[CH3:14])=[O:11])[CH:5]=[C:6]([F:8])[CH:7]=1.[NH2:18][CH:19]1[C:28]2[C:23](=[CH:24][CH:25]=[CH:26][CH:27]=2)[CH:22](C2C=NC=CC=2)[NH:21][C:20]1=[O:35]>>[F:8][C:6]1[CH:5]=[C:4]([CH2:9][C:10]([NH:12][C@H:13]([C:15]([NH:18][C:19]2([C:2]3[CH:3]=[CH:4][CH:5]=[CH:6][CH:7]=3)[C:28]3[C:23](=[CH:24][CH:25]=[CH:26][CH:27]=3)[CH2:22][NH:21][C:20]2=[O:35])=[O:17])[CH3:14])=[O:11])[CH:3]=[C:2]([F:1])[CH:7]=1. Procedure: Following General Procedure D above using N-(3,5-difluorophenylacetyl)-L-alanine (Example B) and 4-amino-6-phenyl-1,2,3,4-tetrahydroisoquinoline-3-one (General Procedure 5-D), the title compound was prepared. The product was purified by LC 2000 chromatography, eluting with ethyl acetate. The reactants are FC1=CC=C(C=C1)C1C(CNC(C1)=O)CCC(=O)O (4-(4-fluorophenyl)-3-carboxyethylpiperidin-6-one), F[B-](F)(F)F.C[O+](C)C (trimethyloxonium fluoroborate), [BH4-].[Na+] (sodium borohydride). Solvent: ClCCl (dichloromethane). Run at temperature 16 celsius, time 60 hour. Product: FC1=CC=C(C=C1)C1C(CNCC1)CCC(=O)O (4-(4-Fluorophenyl)-3-carboxyethylpiperidine). Yield: 75.0%. Reaction SMILES: [F:1][C:2]1[CH:7]=[CH:6][C:5]([CH:8]2[CH2:13][C:12](=O)[NH:11][CH2:10][CH:9]2[CH2:15][CH2:16][C:17]([OH:19])=[O:18])=[CH:4][CH:3]=1.F[B-](F)(F)F.C[O+](C)C.[BH4-].[Na+]>ClCCl>[F:1][C:2]1[CH:7]=[CH:6][C:5]([CH:8]2[CH2:13][CH2:12][NH:11][CH2:10][CH:9]2[CH2:15][CH2:16][C:17]([OH:19])=[O:18])=[CH:4][CH:3]=1 |f:1.2,3.4|. Reported procedure: 4-(4-fluorophenyl)-3-carboxyethylpiperidin-6-one (12.0 g, 0.045 mol, trans/cis-ratio˜1:1) was added in one portion to a solution of trimethyloxonium fluoroborate (12.0 g, 0.081 mol) in dichloromethane (80 ml) and the resulting solution stirred, at 14-18° C., for 60 hours under an argon atmosphere. The solvent was removed in vacuo, and then the residue was dissolved in absolute ethanol (100 ml), heated to 45° C. and treated with sodium borohydride (10.0 g, 0.26 mol) in 1.0 g portions, allowing th... Reactants: N=C(Cc1nc2cnc3ccc(Cl)cc3c2n1-c1ccccc1Cl)NO, Cl, O. Product: N=C(N)Cc1nc2cnc3ccc(Cl)cc3c2n1-c1ccccc1Cl. RXN SMILES: [Cl:1][c:2]1[cH:3][c:4]2[c:5]3[c:6]([cH:7][n:8][c:9]2[cH:10][cH:11]1)[n:12][c:13]([CH2:22][C:23](=[NH:24])[NH:25][OH:26])[n:14]3-[c:15]1[c:16]([Cl:21])[cH:17][cH:18][cH:19][cH:20]1.[ClH:27].[OH2:28]>>[Cl:1][c:2]1[cH:3][c:4]2[c:5]3[c:6]([cH:7][n:8][c:9]2[cH:10][cH:11]1)[n:12][c:13]([CH2:22][C:23](=[NH:24])[NH2:25])[n:14]3-[c:15]1[c:16]([Cl:21])[cH:17][cH:18][cH:19][cH:20]1.